Dataset: the Open Reaction Database (ORD), a public repository of structured organic reaction records. Task: describe an organic reaction: reactants, conditions, products, and yield The product is COc1ccc2nccc(-c3ccc(CCNC(=O)c4ccc5c(n4)NC(=O)CS5)nc3)c2n1. Starting materials: ClCCCl, COc1ccc2nccc(-c3ccc(CCN)nc3)c2n1, CCN(C(C)C)C(C)C, Cl, O=C1CSc2ccc(C(=O)O)nc2N1, CN(C)C=O, O, Oc1cccc2[nH]nnc12. RXN SMILES: [CH2:57]([Cl:58])[CH2:59][Cl:60].[CH3:2][O:3][c:4]1[n:5][c:6]2[c:7](-[c:14]3[cH:15][cH:16][c:17]([CH2:20][CH2:21][NH2:22])[n:18][cH:19]3)[cH:8][cH:9][n:10][c:11]2[cH:12][cH:13]1.[CH:23]([N:24]([CH:25]([CH3:26])[CH3:27])[CH2:28][CH3:29])([CH3:30])[CH3:31].[ClH:1].[O:32]=[C:33]1[NH:34][c:35]2[c:36]([cH:39][cH:40][c:41]([C:43](=[O:44])[OH:45])[n:42]2)[S:37][CH2:38]1.[O:61]=[CH:62][N:63]([CH3:64])[CH3:65].[OH2:46].[OH:47][c:48]1[c:49]2[n:50][n:51][nH:52][c:53]2[cH:54][cH:55][cH:56]1>>[CH3:2][O:3][c:4]1[n:5][c:6]2[c:7](-[c:14]3[cH:15][cH:16][c:17]([CH2:20][CH2:21][NH:22][C:43]([c:41]4[cH:40][cH:39][c:36]5[c:35]([n:42]4)[NH:34][C:33](=[O:32])[CH2:38][S:37]5)=[O:44])[n:18][cH:19]3)[cH:8][cH:9][n:10][c:11]2[cH:12][cH:13]1.